Dataset: the Open Reaction Database (ORD), a public repository of structured organic reaction records. Task: describe an organic reaction: reactants, conditions, products, and yield The reactants are ClC1=NC=CC(=N1)SC (2-chloro-4-(methylthio)pyrimidine), CN1N=CC2=CC(=CC=C12)N (1-methyl-1H-indazol-5-amine), Cl (hydrochloric acid). The solvent is C(C)O (ethanol). Conditions: temperature 80 celsius. Yields the product CN1N=CC2=CC(=CC=C12)NC1=NC=CC(=N1)SC (1-methyl-N-(4-(methylthio)pyrimidin-2-yl)-1H-indazol-5-amine), intermediate 11. The yield is 41.0%. Reaction SMILES: Cl[C:2]1[N:7]=[C:6]([S:8][CH3:9])[CH:5]=[CH:4][N:3]=1.[CH3:10][N:11]1[C:19]2[C:14](=[CH:15][C:16]([NH2:20])=[CH:17][CH:18]=2)[CH:13]=[N:12]1.Cl>C(O)C>[CH3:10][N:11]1[C:19]2[C:14](=[CH:15][C:16]([NH:20][C:2]3[N:7]=[C:6]([S:8][CH3:9])[CH:5]=[CH:4][N:3]=3)=[CH:17][CH:18]=2)[CH:13]=[N:12]1. Procedure details: To a solution of 2-chloro-4-(methylthio)pyrimidine (1.0 g, 6.2 mmol) and 1-methyl-1H-indazol-5-amine (1.0 g, 6.8 mmol) in 10 mL of ethanol was added 1 mL of concentrated hydrochloric acid at room temperature. The reaction mixture was heated at 80° C. for 5 hours with monitoring a reaction with LC-MS or thin layer chromatography (TLC). The reaction mixture was cooled to room temperature to form a solid. The resulting solid was collected by filtration and rinsed with cold ethanol to afford 1-methy... Reactants: C1CSCCN1, CC#N, O=C(CCl)Nc1ccc2c(c1)COC(NC1CCc3ccccc31)=N2. Yields the product O=C(CN1CCSCC1)Nc1ccc2c(c1)COC(NC1CCc3ccccc31)=N2. RXN SMILES: [CH2:26]1[CH2:27][S:28][CH2:29][CH2:30][NH:31]1.[CH3:32][C:33]#[N:34].[Cl:1][CH2:2][C:3](=[O:4])[NH:5][c:6]1[cH:7][c:8]2[c:9]([cH:24][cH:25]1)[N:10]=[C:11]([NH:14][CH:15]1[CH2:16][CH2:17][c:18]3[cH:19][cH:20][cH:21][cH:22][c:23]31)[O:12][CH2:13]2>>[CH2:2]([C:3](=[O:4])[NH:5][c:6]1[cH:7][c:8]2[c:9]([cH:24][cH:25]1)[N:10]=[C:11]([NH:14][CH:15]1[CH2:16][CH2:17][c:18]3[cH:19][cH:20][cH:21][cH:22][c:23]31)[O:12][CH2:13]2)[N:31]1[CH2:26][CH2:27][S:28][CH2:29][CH2:30]1. The reactants are OC1=C(C=C(C=C1C)C=1NC2=CC=CC=C2C1C)C (2-(4-hydroxy-3,5-dimethylphenyl)-3-methylindole), [N+](=O)([O-])[O-].[Na+] (sodium nitrate), ice water. Run in S(O)(O)(=O)=O (sulfuric acid), S(O)(O)(=O)=O (sulfuric acid). Run at temperature 0 celsius. Product: OC1=C(C=C(C=C1C)C=1NC2=CC=C(C=C2C1C)[N+](=O)[O-])C (2-(4-hydroxy-3,5-dimethylphenyl)-3-methyl-5-nitroindole). As a reaction SMILES: [OH:1][C:2]1[C:7]([CH3:8])=[CH:6][C:5]([C:9]2[NH:10][C:11]3[C:16]([C:17]=2[CH3:18])=[CH:15][CH:14]=[CH:13][CH:12]=3)=[CH:4][C:3]=1[CH3:19].[N+:20]([O-])([O-:22])=[O:21].[Na+]>S(=O)(=O)(O)O>[OH:1][C:2]1[C:3]([CH3:19])=[CH:4][C:5]([C:9]2[NH:10][C:11]3[C:16]([C:17]=2[CH3:18])=[CH:15][C:14]([N+:20]([O-:22])=[O:21])=[CH:13][CH:12]=3)=[CH:6][C:7]=1[CH3:8] |f:1.2|. Procedure: 5.0 g of 2-(4-hydroxy-3,5-dimethylphenyl)-3-methylindole was added to 100 ml of concentrated sulfuric acid, and the mixture was stirred at 0° C. Then, a solution of 1.76 g of sodium nitrate in 50 ml of concentrated sulfuric acid was added dropwise, and the mixture was stirred for 15 minutes. The reaction mixture was poured into ice-water, and extracted with ether. The resulting crude product was purified by silica gel column chromatography. Recrystallization from ether-hexane gave 2-(4-hydroxy-3... The reactants are ClC=1C=CC(=NC1)C(=O)O (5-chloro-pyridine-2-carboxylic acid), Cl.NC=1C=CC(=C(C1)[C@@]1(COCCC(N1)=O)C)F ((R)-3-(5-amino-2-fluoro-phenyl)-3-methyl-[1,4]oxazepan-5-one hydrochloride). The product is FC1=C(C=C(C=C1)NC(=O)C1=NC=C(C=C1)Cl)[C@@]1(COCCC(N1)=O)C (5-chloro-pyridine-2-carboxylic acid [4-fluoro-3-((R)-3-methyl-5-oxo-[1,4]oxazepan-3-yl)-phenyl]-amide). RXN SMILES: [Cl:1][C:2]1[CH:3]=[CH:4][C:5]([C:8]([OH:10])=O)=[N:6][CH:7]=1.Cl.[NH2:12][C:13]1[CH:14]=[CH:15][C:16]([F:28])=[C:17]([C@@:19]2([CH3:27])[NH:25][C:24](=[O:26])[CH2:23][CH2:22][O:21][CH2:20]2)[CH:18]=1>>[F:28][C:16]1[CH:15]=[CH:14][C:13]([NH:12][C:8]([C:5]2[CH:4]=[CH:3][C:2]([Cl:1])=[CH:7][N:6]=2)=[O:10])=[CH:18][C:17]=1[C@@:19]1([CH3:27])[NH:25][C:24](=[O:26])[CH2:23][CH2:22][O:21][CH2:20]1 |f:1.2|. Reported procedure: Starting from 5-chloro-pyridine-2-carboxylic acid and (R)-3-(5-amino-2-fluoro-phenyl)-3-methyl-[1,4]oxazepan-5-one hydrochloride, the 5-chloro-pyridine-2-carboxylic acid [4-fluoro-3-((R)-3-methyl-5-oxo-[1,4]oxazepan-3-yl)-phenyl]-amide was obtained as a white solid. MS (ISP): m/z=378.3 [M+H]+. RXN SMILES: [C:1]([CH3:2])(=[O:3])[c:4]1[cH:5][cH:6][c:7](-[c:9]2[cH:10][cH:11][c:12]([C:13](=[O:14])[O:15][CH3:16])[cH:17][cH:18]2)[o:8]1.[CH3:22][CH2:23][OH:24].[ClH:21].[Na+:20].[OH-:19]>>[C:1]([CH3:2])(=[O:3])[c:4]1[cH:5][cH:6][c:7](-[c:9]2[cH:10][cH:11][c:12]([C:13](=[O:14])[OH:15])[cH:17][cH:18]2)[o:8]1. The product is CC(=O)c1ccc(-c2ccc(C(=O)O)cc2)o1. Reactants: COC(=O)c1ccc(-c2ccc(C(C)=O)o2)cc1, CCO, Cl, [Na+], [OH-]. The reactants are CC(F)(F)c1csc(Cn2ncc(N)n2)n1, Cc1cccc(-c2ocnc2C(=O)O)c1. The product is Cc1cccc(-c2ocnc2C(=O)Nc2cnn(Cc3nc(C(C)(F)F)cs3)n2)c1. Reaction SMILES: [F:1][C:2]([CH3:3])([F:4])[c:5]1[n:6][c:7]([CH2:10][n:11]2[n:12][cH:13][c:14]([NH2:16])[n:15]2)[s:8][cH:9]1.[c:17]1([CH3:31])[cH:18][c:19](-[c:23]2[c:24]([C:28](=[O:29])[OH:30])[n:25][cH:26][o:27]2)[cH:20][cH:21][cH:22]1>>[F:1][C:2]([CH3:3])([F:4])[c:5]1[n:6][c:7]([CH2:10][n:11]2[n:12][cH:13][c:14]([NH:16][C:28]([c:24]3[c:23](-[c:19]4[cH:18][c:17]([CH3:31])[cH:22][cH:21][cH:20]4)[o:27][cH:26][n:25]3)=[O:29])[n:15]2)[s:8][cH:9]1. The reactants are O=C([O-])[O-], CC#N, CCOC(C)=O, [I-], [K+], [K+], [Na+], O=C(CCl)N1CCOc2cc(S(=O)(=O)c3ccccc3)ccc21, c1c[nH]cn1. The product is O=C(Cn1ccnc1)N1CCOc2cc(S(=O)(=O)c3ccccc3)ccc21. RXN SMILES: [C:24](=[O:25])([O-:26])[O-:27].[CH3:37][C:38]#[N:39].[CH3:40][CH2:41][O:42][C:43](=[O:44])[CH3:45].[I-:36].[K+:28].[K+:29].[Na+:35].[c:1]1([S:7](=[O:8])(=[O:9])[c:10]2[cH:11][c:12]3[c:13]([cH:22][cH:23]2)[N:14]([C:18]([CH2:19][Cl:20])=[O:21])[CH2:15][CH2:16][O:17]3)[cH:2][cH:3][cH:4][cH:5][cH:6]1.[nH:30]1[cH:31][n:32][cH:33][cH:34]1>>[c:1]1([S:7](=[O:8])(=[O:9])[c:10]2[cH:11][c:12]3[c:13]([cH:22][cH:23]2)[N:14]([C:18]([CH2:19][n:30]2[cH:31][n:32][cH:33][cH:34]2)=[O:21])[CH2:15][CH2:16][O:17]3)[cH:2][cH:3][cH:4][cH:5][cH:6]1. Isolated yield 85.8%. Reported procedure: Substantially the same procedure as in Example 9 was repeated using Compound 1 (337.4 mg) obtained in Example 1 and benzenesulfonyl chloride (176.6 mg) to give Compound 10 (409.9 mg). Yields the product C1(=CC=CC=C1)S(=O)(=O)N1C=C(C2=CC=CC=C12)/C=C/C(=O)C1=CC(=C(C(=C1)OC)OC)OC ((E)-3-(1-Benzenesulfonylindol-3-yl)-1-(3,4,5-trimethoxyphenyl)-2-propen-1-one). The reactants are N1C=C(C2=CC=CC=C12)/C=C/C(=O)C1=CC(=C(C(=C1)OC)OC)OC ((E)-3-(Indol-3-yl)-1-(3,4,5-trimethoxyphenyl)-2-propen-1-one), C1(=CC=CC=C1)S(=O)(=O)Cl (benzenesulfonyl chloride). Reaction SMILES: [NH:1]1[C:9]2[C:4](=[CH:5][CH:6]=[CH:7][CH:8]=2)[C:3](/[CH:10]=[CH:11]/[C:12]([C:14]2[CH:19]=[C:18]([O:20][CH3:21])[C:17]([O:22][CH3:23])=[C:16]([O:24][CH3:25])[CH:15]=2)=[O:13])=[CH:2]1.[C:26]1([S:32](Cl)(=[O:34])=[O:33])[CH:31]=[CH:30][CH:29]=[CH:28][CH:27]=1>>[C:26]1([S:32]([N:1]2[C:9]3[C:4](=[CH:5][CH:6]=[CH:7][CH:8]=3)[C:3](/[CH:10]=[CH:11]/[C:12]([C:14]3[CH:19]=[C:18]([O:20][CH3:21])[C:17]([O:22][CH3:23])=[C:16]([O:24][CH3:25])[CH:15]=3)=[O:13])=[CH:2]2)(=[O:34])=[O:33])[CH:31]=[CH:30][CH:29]=[CH:28][CH:27]=1. Starting materials: C, CCO, Cc1cncn1Cc1ccc([N+](=O)[O-])cc1, [Pd]. Yields the product Cc1cncn1Cc1ccc(N)cc1. Reaction SMILES: [C:17].[CH3:19][CH2:20][OH:21].[CH3:1][c:2]1[cH:3][n:4][cH:5][n:6]1[CH2:7][c:8]1[cH:9][cH:10][c:11]([N+:14]([O-:15])=[O:16])[cH:12][cH:13]1.[Pd:18]>>[CH3:1][c:2]1[cH:3][n:4][cH:5][n:6]1[CH2:7][c:8]1[cH:9][cH:10][c:11]([NH2:14])[cH:12][cH:13]1.